From a dataset of the Open Reaction Database (ORD), a public repository of structured organic reaction records. describe an organic reaction: reactants, conditions, products, and yield Reactants: ON=C(C(=O)OC(C)(C)C)C(C)=O (tert-butyl 2-hydroxyimino-3-oxobutyrate), C([O-])([O-])=O.[K+].[K+] (potassium carbonate), ClCC(=O)OCC(Cl)(Cl)Cl (2,2,2-trichloroethyl chloroacetate). Solvent: C(C)(=O)OCC (ethyl acetate), CN(C=O)C (N,N-dimethylformamide). Conditions: time 3.5 hour. Product: ClC(COC(=O)CON=C(C(=O)OC(C)(C)C)C(C)=O)(Cl)Cl (tert-butyl 2-(2,2,2-trichloroethoxycarbonylmethoxyimino)-3-oxobutyrate). Isolated yield 90.2%. Reaction SMILES: [OH:1][N:2]=[C:3]([C:11](=[O:13])[CH3:12])[C:4]([O:6][C:7]([CH3:10])([CH3:9])[CH3:8])=[O:5].C(=O)([O-])[O-].[K+].[K+].Cl[CH2:21][C:22]([O:24][CH2:25][C:26]([Cl:29])([Cl:28])[Cl:27])=[O:23]>C(OCC)(=O)C.CN(C)C=O>[Cl:27][C:26]([Cl:29])([Cl:28])[CH2:25][O:24][C:22]([CH2:21][O:1][N:2]=[C:3]([C:11](=[O:13])[CH3:12])[C:4]([O:6][C:7]([CH3:9])([CH3:8])[CH3:10])=[O:5])=[O:23] |f:1.2.3|. Procedure details: To a suspension of tert-butyl 2-hydroxyimino-3-oxobutyrate (46.8 g) and potassium carbonate (51.8 g) in ethyl acetate (70 ml) and N,N-dimethylformamide (70 ml) was added 2,2,2-trichloroethyl chloroacetate (56.5 g), and the mixture was stirred at 45° to 48° C. for 3.5 hours. After the insoluble inorganic substance was filtered off, to the filtrate were added water and ethyl acetate. The separated ethyl acetate solution was washed with water and a saturated aqueous sodium chloride, followed by dry... Starting materials: CC(CO)(C)C (2,2-dimethyl-1-propanol), C(#N)C1=CC=C(C=C1)C1N(C(N(C=2CCCC(C12)=O)C1=CC(=CC=C1)C(F)(F)F)=O)C(=O)OC1=CC=C(C=C1)[N+](=O)[O-] (4-nitrophenyl 4-(4-cyanophenyl)-2,5-dioxo-1-(3-(trifluoromethyl)phenyl)1,2,5,6,7,8-hexahydroquinazoline-3(4H)-carboxylate), C(#N)C1=CC=C(C=C1)C1N(C(N(C=2CCCC(C12)=O)C1=CC(=CC=C1)C(F)(F)F)=O)C(=O)OC1=CC=C(C=C1)[N+](=O)[O-] (4-nitrophenyl 4-(4-cyanophenyl)-2,5-dioxo-1-(3-(trifluoromethyl)phenyl)1,2,5,6,7,8-hexahydroquinazoline-3(4H)-carboxylate), CC(CO)(C)C (2,2-dimethyl-1-propanol), O (Water), [H-].[Na+] (sodium hydride), CC(CO)(C)C (2,2-dimethyl-1-propanol). The solvent is O1CCCC1 (tetrahydrofuran), O1CCCC1 (tetrahydrofuran). Run at time 20 minute. The product is C(#N)C1=CC=C(C=C1)C1N(C(N(C=2CCCC(C12)=O)C1=CC(=CC=C1)C(F)(F)F)=O)C(=O)OCC(C)(C)C (Neopentyl 4-(4-Cyanophenyl)-2,5-dioxo-1-(3-(trifluoromethyl)phenyl)-1,2,5,6,7,8-hexahydroquinazoline-3(4H)-carboxylate). As a reaction SMILES: [CH3:1][C:2]([CH3:6])([CH3:5])[CH2:3][OH:4].[H-].[Na+].[C:9]([C:11]1[CH:16]=[CH:15][C:14]([CH:17]2[C:26]3[C:25](=[O:27])[CH2:24][CH2:23][CH2:22][C:21]=3[N:20]([C:28]3[CH:33]=[CH:32][CH:31]=[C:30]([C:34]([F:37])([F:36])[F:35])[CH:29]=3)[C:19](=[O:38])[N:18]2[C:39](OC2C=CC([N+]([O-])=O)=CC=2)=[O:40])=[CH:13][CH:12]=1)#[N:10].O>O1CCCC1>[C:9]([C:11]1[CH:12]=[CH:13][C:14]([CH:17]2[C:26]3[C:25](=[O:27])[CH2:24][CH2:23][CH2:22][C:21]=3[N:20]([C:28]3[CH:33]=[CH:32][CH:31]=[C:30]([C:34]([F:35])([F:36])[F:37])[CH:29]=3)[C:19](=[O:38])[N:18]2[C:39]([O:4][CH2:3][C:2]([CH3:6])([CH3:5])[CH3:1])=[O:40])=[CH:15][CH:16]=1)#[N:10] |f:1.2|. Procedure details: A solution of 2,2-dimethyl-1-propanol (9 mg, 0.10 mmol) in dry tetrahydrofuran (1 mL) is cooled at −78° C. and treated with sodium hydride (60% in mineral oil, 5 mg, 0.11 mmol). After 20 min, a solution of 4-nitrophenyl 4-(4-cyanophenyl)-2,5-dioxo-1-(3-(trifluoromethyl)phenyl)-1,2,5,6,7,8-hexahydroquinazoline-3(4H)-carboxylate (intermediate 37, 60 mg, 0.10 mmol) in tetrahydrofuran (1 mL) is added and the mixture is stirred for 5 h at room temperature. Another portion of 2,2-dimethyl-1-propanol (... Reactants: CCC(C)N, O=[N+]([O-])c1cc(C(F)(F)F)c(Cl)c2[nH]c(C(F)F)nc12. Yields the product CCC(C)Nc1c(C(F)(F)F)cc([N+](=O)[O-])c2nc(C(F)F)[nH]c12. RXN SMILES: [CH:21]([CH3:22])([CH2:23][CH3:24])[NH2:25].[Cl:1][c:2]1[c:3]([C:17]([F:18])([F:19])[F:20])[cH:4][c:5]([N+:14](=[O:15])[O-:16])[c:6]2[n:7][c:8]([CH:11]([F:12])[F:13])[nH:9][c:10]12>>[c:2]1([NH:25][CH:21]([CH3:22])[CH2:23][CH3:24])[c:3]([C:17]([F:18])([F:19])[F:20])[cH:4][c:5]([N+:14](=[O:15])[O-:16])[c:6]2[n:7][c:8]([CH:11]([F:12])[F:13])[nH:9][c:10]12. Starting materials: CCNCC, CCN=C=NCCCN(C)C, CN(C)C=O, Cl, Oc1cccc2[nH]nnc12, O=C(O)c1ccc2cc(C(=O)O)ccc2c1. Yields the product CCN(CC)C(=O)c1ccc2cc(C(=O)O)ccc2c1. As a reaction SMILES: [CH2:39]([CH3:40])[NH:41][CH2:42][CH3:43].[CH3:2][N:3]([CH3:4])[CH2:5][CH2:6][CH2:7][N:8]=[C:9]=[N:10][CH2:11][CH3:12].[CH3:44][N:45]([CH3:46])[CH:47]=[O:48].[ClH:1].[OH:29][c:30]1[c:31]2[n:32][n:33][nH:34][c:35]2[cH:36][cH:37][cH:38]1.[cH:13]1[c:14]([C:26](=[O:27])[OH:28])[cH:15][cH:16][c:17]2[cH:18][c:19]([C:23](=[O:24])[OH:25])[cH:20][cH:21][c:22]12>>[cH:13]1[c:14]([C:26](=[O:27])[OH:28])[cH:15][cH:16][c:17]2[cH:18][c:19]([C:23](=[O:25])[N:41]([CH2:39][CH3:40])[CH2:42][CH3:43])[cH:20][cH:21][c:22]12. Procedure: To a solution of 5-isopropyl-4-[2-(2-methylbenzyloxy)-benzyl]-1,2-dihydropyrazol-3-one (68 mg), acetobromo-α-D-glucose (92 mg) and benzyl tri(n-butyl)ammonium chloride (63 mg) in dichloromethane (2 mL) was added a solution of potassium carbonate (140 mg) in water (0.5 mL), and the mixture was stirred at room temperature overnight. The reaction mixture was extracted with dichloromethane. The organic layer was dried over anhydrous magnesium sulfate, and the solvent was removed under reduced pressu... Conditions: time 8 hour. Run in O1CCCC1 (tetrahydrofuran), CO (methanol), ClCCl (dichloromethane), O (water). Yields the product [C@@H]1([C@H](O)[C@@H](O)[C@H](O)[C@H](O1)CO)OC1=NNC(=C1CC1=C(C=CC=C1)OCC1=C(C=CC=C1)C)C(C)C (3-(β-D-Glucopyranosyloxy)-5-isopropyl-4-[2-(2-methylbenzyloxy)benzyl]-1H-pyrazole). The reagents and catalysts are [Cl-].C(C1=CC=CC=C1)[N+](CCCC)(CCCC)CCCC (benzyl tri(n-butyl)ammonium chloride). Reactants: C[O-].[Na+] (sodium methoxide), C(C)(C)C1=C(C(=NN1)O[C@H]1[C@H](OC(C)=O)[C@@H](OC(C)=O)[C@H](OC(C)=O)[C@H](O1)COC(C)=O)CC1=C(C=CC=C1)OCC1=C(C=CC=C1)C (5-isopropyl-4-[2-(2-methylbenzyloxy)benzyl]-3-(2,3,4,6-tetra-O-acetyl-β-D-glucopyranosyloxy)-1H-pyrazole), C(C)(C)C1=C(C(NN1)=O)CC1=C(C=CC=C1)OCC1=C(C=CC=C1)C (5-isopropyl-4-[2-(2-methylbenzyloxy)-benzyl]-1,2-dihydropyrazol-3-one), CC(=O)OC[C@@H]1[C@H]([C@@H]([C@H]([C@H](O1)Br)OC(=O)C)OC(=O)C)OC(=O)C (acetobromo-α-D-glucose), C([O-])([O-])=O.[K+].[K+] (potassium carbonate), Cl (hydrochloric acid). Reaction SMILES: C(C1NNC(=O)C=1CC1C=CC=CC=1OCC1C=CC=CC=1C)(C)C.CC(OC[C@H]1O[C@H](Br)[C@H](OC(C)=O)[C@@H](OC(C)=O)[C@@H]1OC(C)=O)=O.C(=O)([O-])[O-].[K+].[K+].[CH:56]([C:59]1[NH:63][N:62]=[C:61]([O:64][C@@H:65]2[O:82][C@H:81]([CH2:83][O:84]C(=O)C)[C@@H:76]([O:77]C(=O)C)[C@H:71]([O:72]C(=O)C)[C@H:66]2[O:67]C(=O)C)[C:60]=1[CH2:88][C:89]1[CH:94]=[CH:93][CH:92]=[CH:91][C:90]=1[O:95][CH2:96][C:97]1[CH:102]=[CH:101][CH:100]=[CH:99][C:98]=1[CH3:103])([CH3:58])[CH3:57].C[O-].[Na+].Cl>[Cl-].C([N+](CCCC)(CCCC)CCCC)C1C=CC=CC=1.ClCCl.O.O1CCCC1.CO>[C@@H:65]1([O:64][C:61]2[C:60]([CH2:88][C:89]3[CH:94]=[CH:93][CH:92]=[CH:91][C:90]=3[O:95][CH2:96][C:97]3[CH:102]=[CH:101][CH:100]=[CH:99][C:98]=3[CH3:103])=[C:59]([CH:56]([CH3:58])[CH3:57])[NH:63][N:62]=2)[O:82][C@H:81]([CH2:83][OH:84])[C@@H:76]([OH:77])[C@H:71]([OH:72])[C@H:66]1[OH:67] |f:2.3.4,6.7,9.10|. Yields the product ClC1=C(C(=O)NC2=CC(=NN2C2=CC=CC=C2)C(=O)NCC(C)(C)O)C=C(C(=C1)Cl)C1=NC=CC=C1F (5-{[2,4-dichloro-5-(3-fluoropyridin-2-yl)benzoyl]amino}-N-(2-hydroxy-2-methylpropyl)-1-phenyl-1H-pyrazole-3-carboxamide). Reaction conditions: temperature 10 celsius, time 20 minute. Run in CN(C)C=O (DMF), CN(C)C=O (DMF), C(C)#N (acetonitrile). Starting materials: NCC(C)(O)C (1-amino-2-methylpropan-2-ol), ClC1=C(C(=O)NC2=CC(=NN2C2=CC=CC=C2)C(=O)O)C=C(C(=C1)Cl)C1=NC=CC=C1F (5-(2,4-dichloro-5-(3-fluoropyridin-2-yl)benzamido)-1-phenyl-1H-pyrazole-3-carboxylic acid), C(C)(C)N(C(C)C)CC (N,N-diisopropylethylamine), [B-](F)(F)(F)F.CN(C)C(=[N+](C)C)ON1C=CC=CC1=O (TPTU). Yield: 66.6%. Reported procedure: 5-(2,4-dichloro-5-(3-fluoropyridin-2-yl)benzamido)-1-phenyl-1H-pyrazole-3-carboxylic acid (Example 107, 78 g, 166 mmol) was sonicated in DMF (300 mL) with N,N-diisopropylethylamine (58 mL, 332 mmol) to give a clear solution, which was cooled to 10° C. TPTU (74 g, 249 mmol) was added portionwise and the mixture stirred at 10° C. for 20 minutes. A solution of 1-amino-2-methylpropan-2-ol (22.1 g, 249 mmol) in DMF (50 mL) was added dropwise at 10° C. and the mixture then allowed to warm to room temp... RXN SMILES: [Cl:1][C:2]1[CH:24]=[C:23]([Cl:25])[C:22]([C:26]2[C:31]([F:32])=[CH:30][CH:29]=[CH:28][N:27]=2)=[CH:21][C:3]=1[C:4]([NH:6][C:7]1[N:11]([C:12]2[CH:17]=[CH:16][CH:15]=[CH:14][CH:13]=2)[N:10]=[C:9]([C:18](O)=[O:19])[CH:8]=1)=[O:5].C(N(CC)C(C)C)(C)C.[B-](F)(F)(F)F.CN(C(ON1C(=O)C=CC=C1)=[N+](C)C)C.[NH2:62][CH2:63][C:64]([CH3:67])([OH:66])[CH3:65]>CN(C=O)C.C(#N)C>[Cl:1][C:2]1[CH:24]=[C:23]([Cl:25])[C:22]([C:26]2[C:31]([F:32])=[CH:30][CH:29]=[CH:28][N:27]=2)=[CH:21][C:3]=1[C:4]([NH:6][C:7]1[N:11]([C:12]2[CH:17]=[CH:16][CH:15]=[CH:14][CH:13]=2)[N:10]=[C:9]([C:18]([NH:62][CH2:63][C:64]([OH:66])([CH3:67])[CH3:65])=[O:19])[CH:8]=1)=[O:5] |f:2.3|. Starting materials: CCO, O=C[O-], [NH4+], O, CCOC(=O)C=C(c1ccc(CC)cc1)n1cnc2ccccc21. Product: CCOC(=O)CC(c1ccc(CC)cc1)n1cnc2ccccc21. RXN SMILES: [CH3:29][CH2:30][OH:31].[CH:25]([O-:26])=[O:27].[NH4+:28].[OH2:32].[n:1]1([C:10](=[CH:11][C:12](=[O:13])[O:14][CH2:15][CH3:16])[c:17]2[cH:18][cH:19][c:20]([CH2:23][CH3:24])[cH:21][cH:22]2)[cH:2][n:3][c:4]2[c:5]1[cH:6][cH:7][cH:8][cH:9]2>>[n:1]1([CH:10]([CH2:11][C:12](=[O:13])[O:14][CH2:15][CH3:16])[c:17]2[cH:18][cH:19][c:20]([CH2:23][CH3:24])[cH:21][cH:22]2)[cH:2][n:3][c:4]2[c:5]1[cH:6][cH:7][cH:8][cH:9]2.